describe an organic reaction: reactants, conditions, products, and yield From a dataset of the Open Reaction Database (ORD), a public repository of structured organic reaction records. Reactants: C(#C)C1=CC=2C(C3=CC(=CC=C3C2C=C1)C#C)(CCCC)CCCC (2,7-diethynyl-9,9-dibutyl-9H-fluorene), IC1=CC=C(S1)C=O (5-iodothiophene-2-carboxaldehyde). The reagents and catalysts are [Cu]I (CuI), Cl[Pd]([P](C1=CC=CC=C1)(C2=CC=CC=C2)C3=CC=CC=C3)([P](C4=CC=CC=C4)(C5=CC=CC=C5)C6=CC=CC=C6)Cl (Pd(PPh3)2Cl2). The solvent is C1(=CC=CC=C1)C.CCN(CC)CC (toluene Et3N). Run at temperature 40 celsius, time 10 minute. Yields the product C(CCC)C1(C2=CC(=CC=C2C=2C=CC(=CC12)C#CC1=CC=C(S1)C=O)C#CC1=CC=C(S1)C=O)CCCC (5,5′-(9,9-dibutyl-9H-fluorene-2,7-diyldi-2,1-ethynediyl)bis-2-thiophenecarboxaldehyde). Yield: 97.4%. RXN SMILES: [C:1]([C:3]1[CH:15]=[CH:14][C:13]2[C:12]3[C:7](=[CH:8][C:9]([C:16]#[CH:17])=[CH:10][CH:11]=3)[C:6]([CH2:22][CH2:23][CH2:24][CH3:25])([CH2:18][CH2:19][CH2:20][CH3:21])[C:5]=2[CH:4]=1)#[CH:2].I[C:27]1[S:31][C:30]([CH:32]=[O:33])=[CH:29][CH:28]=1>C1(C)C=CC=CC=1.CCN(CC)CC.[Cu]I.Cl[Pd](Cl)([P](C1C=CC=CC=1)(C1C=CC=CC=1)C1C=CC=CC=1)[P](C1C=CC=CC=1)(C1C=CC=CC=1)C1C=CC=CC=1>[CH2:22]([C:6]1([CH2:18][CH2:19][CH2:20][CH3:21])[C:7]2[CH:8]=[C:9]([C:16]#[C:17][C:27]3[S:31][C:30]([CH:32]=[O:33])=[CH:29][CH:28]=3)[CH:10]=[CH:11][C:12]=2[C:13]2[C:5]1=[CH:4][C:3]([C:1]#[C:2][C:27]1[S:31][C:30]([CH:32]=[O:33])=[CH:29][CH:28]=1)=[CH:15][CH:14]=2)[CH2:23][CH2:24][CH3:25] |f:2.3,^1:52,71|. Reported procedure: Air was removed from a solution of 2,7-diethynyl-9,9-dibutyl-9H-fluorene (0.150 g, 0.460 mmol) and 5-iodothiophene-2-carboxaldehyde (Wu, L.-H.; Chu, C.-S.; Janarthanan, N.; Hsu, C.-S. J. Polym. Res. 2000, 7, 125-134) (0.251 g, 1.06 mmol) in 6.5 mL of toluene/Et3N (4/1) by blowing argon for 20 min. Then CuI (7.0 mg, 0.0037 mmol) and Pd(PPh3)2Cl2 (27 mg, 0.0039 mmol) were added, and deaeration was continued for 10 min. Thereafter the mixture was stirred at 40° C. for 16 h. The solvent was removed ... Reactants: C(=O)([O-])[O-].[K+].[K+] (K2CO3), BrC1=C2C3=C(NC2=C(C(=C1)N)OC)N=CC(=C3)C (5-bromo-8-methoxy-3-methyl-9H-pyrido[2,3-b]indol-7-amine), C(C)S(=O)(=O)C=1C=C(C=CC1)B(O)O (3-(ethylsulfonyl)phenylboronic acid), O1CCOCC1 (dioxane). Reagents/catalysts: C=1C=CC(=CC1)[P](C=2C=CC=CC2)(C=3C=CC=CC3)[Pd]([P](C=4C=CC=CC4)(C=5C=CC=CC5)C=6C=CC=CC6)([P](C=7C=CC=CC7)(C=8C=CC=CC8)C=9C=CC=CC9)[P](C=1C=CC=CC1)(C=1C=CC=CC1)C=1C=CC=CC1 (Pd(PPh3)4). Solvent: CCOC(=O)C (EtOAc). Reaction conditions: temperature 140 celsius. The product is C(C)S(=O)(=O)C=1C=C(C=CC1)C1=C2C3=C(NC2=C(C(=C1)N)OC)N=CC(=C3)C (5-(3-(ethylsulfonyl)phenyl)-8-methoxy-3-methyl-9H-pyrido[2,3-b]indol-7-amine). Isolated yield 81.9%. RXN SMILES: Br[C:2]1[CH:10]=[C:9]([NH2:11])[C:8]([O:12][CH3:13])=[C:7]2[C:3]=1[C:4]1[CH:17]=[C:16]([CH3:18])[CH:15]=[N:14][C:5]=1[NH:6]2.[CH2:19]([S:21]([C:24]1[CH:25]=[C:26](B(O)O)[CH:27]=[CH:28][CH:29]=1)(=[O:23])=[O:22])[CH3:20].O1CCOCC1.C([O-])([O-])=O.[K+].[K+]>CCOC(C)=O.C1C=CC([P]([Pd]([P](C2C=CC=CC=2)(C2C=CC=CC=2)C2C=CC=CC=2)([P](C2C=CC=CC=2)(C2C=CC=CC=2)C2C=CC=CC=2)[P](C2C=CC=CC=2)(C2C=CC=CC=2)C2C=CC=CC=2)(C2C=CC=CC=2)C2C=CC=CC=2)=CC=1>[CH2:19]([S:21]([C:24]1[CH:29]=[C:28]([C:2]2[CH:10]=[C:9]([NH2:11])[C:8]([O:12][CH3:13])=[C:7]3[C:3]=2[C:4]2[CH:17]=[C:16]([CH3:18])[CH:15]=[N:14][C:5]=2[NH:6]3)[CH:27]=[CH:26][CH:25]=1)(=[O:22])=[O:23])[CH3:20] |f:3.4.5,^1:54,56,75,94|. Procedure details: A 5 mL microwave vial was charged with Compound 238 (500 mg, 1.63 mmol), 3-(ethylsulfonyl)phenylboronic acid (419 mg, 1.96 mmol) and Pd(PPh3)4 (188 mg, 0.16 mmol). To the mixture was added dioxane (5 mL) and a saturated aqueous solution of K2CO3 (2.5 mL). The reaction mixture was heated at 140° C. for 20 min. in microwave. The reaction was diluted with EtOAc and washed with aqueous water and brine. The organic extracts were dried (Na2SO4) and concentrated and purified by flash chromatography to ... The reactants are ClN1C(CCC1=O)=O (N-chlorosuccinimide), C(CCCCCCCCCC)C=1NC(=C(N1)CO)CO (2-undecyl-4,5-bis(hydroxymethyl) imidazole). Run in C(C)O (ethanol). Run at time 2 hour. The product is C(CCCCCCCCCC)C=1NC(=C(N1)Cl)CO (2-undecyl-4-chloro-5-(hydroxymethyl) imidazole). RXN SMILES: [Cl:1]N1C(=O)CCC1=O.[CH2:9]([C:20]1[NH:21][C:22]([CH2:27][OH:28])=[C:23](CO)[N:24]=1)[CH2:10][CH2:11][CH2:12][CH2:13][CH2:14][CH2:15][CH2:16][CH2:17][CH2:18][CH3:19]>C(O)C>[CH2:9]([C:20]1[NH:21][C:22]([CH2:27][OH:28])=[C:23]([Cl:1])[N:24]=1)[CH2:10][CH2:11][CH2:12][CH2:13][CH2:14][CH2:15][CH2:16][CH2:17][CH2:18][CH3:19]. Procedure details: 1.10 Grams (8.3 mmol) of the N-chlorosuccinimide was added little by little to a solution consisting of 2.15 g (7.6 mmol) of a 2-undecyl-4,5-bis(hydroxymethyl) imidazole and 200 ml of ethanol at a temperature of 40° to 45° C. over a period of about 23 minutes. The mixture was stirred at the same temperature for two hours to effect the reaction and, then, ethanol was distilled off under reduced pressure. The resulting reaction product was washed with water and was then recrystallized from acetone...